This data is from the Open Reaction Database (ORD), a public repository of structured organic reaction records. The task is: describe an organic reaction: reactants, conditions, products, and yield The reactants are CCOC(=O)c1ccc(-c2c(F)c(OC)cc(OC)c2F)c2nccnc12, CN1CCN(Cc2ccc(N)cn2)C(C)(C)C1, C[Al](C)C, ClCCl, [Na+], O=C([O-])O. The product is COc1cc(OC)c(F)c(-c2ccc(C(=O)Nc3ccc(CN4CCN(C)CC4(C)C)nc3)c3nccnc23)c1F. Reaction SMILES: [CH2:1]([O:2][C:4](=[O:5])[c:6]1[c:7]2[n:8][cH:9][cH:10][n:11][c:12]2[c:13](-[c:16]2[c:17]([F:27])[c:18]([O:25][CH3:26])[cH:19][c:20]([O:23][CH3:24])[c:21]2[F:22])[cH:14][cH:15]1)[CH3:3].[CH3:28][C:29]1([CH3:44])[N:30]([CH2:36][c:37]2[cH:38][cH:39][c:40]([NH2:43])[cH:41][n:42]2)[CH2:31][CH2:32][N:33]([CH3:35])[CH2:34]1.[CH3:45][Al:46]([CH3:47])[CH3:48].[Cl:54][CH2:55][Cl:56].[Na+:53].[O-:49][C:50]([OH:51])=[O:52]>>[C:4](=[O:5])([c:6]1[c:7]2[n:8][cH:9][cH:10][n:11][c:12]2[c:13](-[c:16]2[c:17]([F:27])[c:18]([O:25][CH3:26])[cH:19][c:20]([O:23][CH3:24])[c:21]2[F:22])[cH:14][cH:15]1)[NH:43][c:40]1[cH:39][cH:38][c:37]([CH2:36][N:30]2[C:29]([CH3:28])([CH3:44])[CH2:34][N:33]([CH3:35])[CH2:32][CH2:31]2)[n:42][cH:41]1. Starting materials: O=C1Cc2cc(Br)ccc2N1, Cc1c(C=O)[nH]c2c1C(=O)N(CCN1CCCCC1)CCC2. Yields the product Cc1c(C=C2C(=O)Nc3ccc(Br)cc32)[nH]c2c1C(=O)N(CCN1CCCCC1)CCC2. Reaction SMILES: [Br:23][c:24]1[cH:25][c:26]2[c:30]([cH:31][cH:32]1)[NH:29][C:28](=[O:33])[CH2:27]2.[CH3:1][c:2]1[c:3]([CH:21]=[O:22])[nH:4][c:5]2[c:6]1[C:7](=[O:20])[N:8]([CH2:12][CH2:13][N:14]1[CH2:15][CH2:16][CH2:17][CH2:18][CH2:19]1)[CH2:9][CH2:10][CH2:11]2>>[CH3:1][c:2]1[c:3]([CH:21]=[C:27]2[c:26]3[cH:25][c:24]([Br:23])[cH:32][cH:31][c:30]3[NH:29][C:28]2=[O:33])[nH:4][c:5]2[c:6]1[C:7](=[O:20])[N:8]([CH2:12][CH2:13][N:14]1[CH2:15][CH2:16][CH2:17][CH2:18][CH2:19]1)[CH2:9][CH2:10][CH2:11]2.